Dataset: the Open Reaction Database (ORD), a public repository of structured organic reaction records. Task: describe an organic reaction: reactants, conditions, products, and yield Starting materials: O (water), [H-].[Na+] (sodium hydride), [N+](=O)([O-])C1=CC=C(C(=O)CP(OCC)(OCC)=O)C=C1 (diethyl (4-nitrobenzoylmethyl)phosphonate), C(=O)C1CCN(CC1)CC1=CC=CC=C1 (4-formyl-1-benzylpiperidine). Solvent: O1CCCC1 (tetrahydrofuran). Run at time 10 minute. The product is C(C1=CC=CC=C1)N1CCC(CC1)C=CC(=O)C1=CC=C(C=C1)[N+](=O)[O-] (4-[3-(1-benzylpiperidin-4-yl)propenoyl]nitrobenzene). Yield: 56.5%. As a reaction SMILES: [H-].[Na+].[N+:3]([C:6]1[CH:22]=[CH:21][C:9]([C:10]([CH2:12]P(=O)(OCC)OCC)=[O:11])=[CH:8][CH:7]=1)([O-:5])=[O:4].[CH:23]([CH:25]1[CH2:30][CH2:29][N:28]([CH2:31][C:32]2[CH:37]=[CH:36][CH:35]=[CH:34][CH:33]=2)[CH2:27][CH2:26]1)=O.O>O1CCCC1>[CH2:31]([N:28]1[CH2:29][CH2:30][CH:25]([CH:23]=[CH:12][C:10]([C:9]2[CH:8]=[CH:7][C:6]([N+:3]([O-:5])=[O:4])=[CH:22][CH:21]=2)=[O:11])[CH2:26][CH2:27]1)[C:32]1[CH:37]=[CH:36][CH:35]=[CH:34][CH:33]=1 |f:0.1|. Reported procedure: Under ice cooling, 0.40 g of 64% sodium hydride was added to 3.03 g of diethyl (4-nitrobenzoylmethyl)phosphonate dissolved in 30 ml of tetrahydrofuran. After about 10 minutes, 4.07 g of 4-formyl-1-benzylpiperidine was added to the mixture. The mixture was stirred under ice cooling for 30 minutes and then stirred at room temperature for about 16 hours. After completion of the reaction, water was added to the reaction mixture, and the mixture was extracted with ethyl acetate. The extract was dried...